Dataset: the Open Reaction Database (ORD), a public repository of structured organic reaction records. Task: describe an organic reaction: reactants, conditions, products, and yield Reactants: ClCCNC(=O)N(C1[C@H](O)[C@H](O)[C@H](O1)CO)C (1-(2-chloroethyl)-3-methyl-3-D-ribofuranosylurea), C([O-])([O-])=O.[Na+].[Na+] (sodium carbonate), [N+](=O)([N+](=O)[O-])[O-] (nitrogen tetroxide). The solvent is O1CCCC1 (tetrahydrofuran), C(Cl)Cl (methylene chloride). Product: ClCCN(C(=O)N(C1[C@H](O)[C@H](O)[C@H](O1)CO)C)N=O (1-(2-chloroethyl)-1-nitroso-3-methyl-3-ribofuranosylurea). The yield is 70.2%. Reaction SMILES: [Cl:1][CH2:2][CH2:3][NH:4][C:5]([N:7]([CH3:17])[CH:8]1[O:14][C@H:13]([CH2:15][OH:16])[C@@H:11]([OH:12])[C@H:9]1[OH:10])=[O:6].C(=O)([O-])[O-].[Na+].[Na+].[N+:24]([O-])([N+]([O-])=O)=[O:25]>O1CCCC1.C(Cl)Cl>[Cl:1][CH2:2][CH2:3][N:4]([N:24]=[O:25])[C:5]([N:7]([CH3:17])[CH:8]1[O:14][C@H:13]([CH2:15][OH:16])[C@@H:11]([OH:12])[C@H:9]1[OH:10])=[O:6] |f:1.2.3|. Procedure: 2.7 g of 1-(2-chloroethyl)-3-methyl-3-D-ribofuranosylurea are dissolved in a mixture of 80 ml of tetrahydrofuran and 80 ml of methylene chloride, and 15 g of sodium carbonate anhydrate are added thereto. 5 g of nitrogen tetroxide gas are introduced into the mixture for 10 minutes under ice-cooling. The mixture is treated in the same manner as described in Example 2. 2.1 g of 1-(2-chloroethyl)-1-nitroso-3-methyl-3-ribofuranosylurea are thereby obtained as a yellow powder. Reactants: O=C([O-])[O-], CS(C)=O, CCOC(C)=O, Fc1ncccc1C1CC1, [Cs+], [Cs+], Oc1ccc(Nc2nc3ccccc3s2)cc1. Reaction SMILES: [C:18](=[O:19])([O-:20])[O-:21].[CH3:34][S:35]([CH3:36])=[O:37].[CH3:38][CH2:39][O:40][C:41]([CH3:42])=[O:43].[CH:24]1([c:27]2[c:28]([F:33])[n:29][cH:30][cH:31][cH:32]2)[CH2:25][CH2:26]1.[Cs+:22].[Cs+:23].[s:1]1[c:2]([NH:10][c:11]2[cH:12][cH:13][c:14]([OH:17])[cH:15][cH:16]2)[n:3][c:4]2[c:5]1[cH:6][cH:7][cH:8][cH:9]2>>[s:1]1[c:2]([NH:10][c:11]2[cH:12][cH:13][c:14]([O:17][c:28]3[c:27]([CH:24]4[CH2:25][CH2:26]4)[cH:32][cH:31][cH:30][n:29]3)[cH:15][cH:16]2)[n:3][c:4]2[c:5]1[cH:6][cH:7][cH:8][cH:9]2. Product: c1cnc(Oc2ccc(Nc3nc4ccccc4s3)cc2)c(C2CC2)c1. Starting materials: ClC1=C(C(=O)O)C=CC=C1 (2-chlorobenzoic acid), C1=CN(C=N1)C(=O)N2C=CN=C2 (CDI), C1CCC2=NCCCN2CC1 (DBU), C(CCC)C=1N(C(N(N1)C1=C(C=CC(=C1)NC(CC)=O)Cl)=O)CC1=C(C=C(C=C1)C1=C(C=CC=C1)S(N)(=O)=O)F (5-n-Butyl-2-[2-chloro-5-(propionylamino)phenyl]-2,4-dihydro-4-[(3-fluoro-2'-sulfamoylbiphenyl--4-yl)methyl]-3H-1,2,4-triazol-3-one). Yields the product C(CCC)C=1N(C(N(N1)C1=C(C=CC(=C1)NC(CC)=O)Cl)=O)CC1=C(C=C(C=C1)C1=C(C=CC=C1)S(NC(C1=C(C=CC=C1)Cl)=O)(=O)=O)F (5-n-Butyl-4-[[2'-[N-(2-chlorobenzoyl)sulfamoyl]-3-fluorobiphenyl-4-yl]methyl]-2-[2-chloro-5-(propionylamino)-phenyl]-2,4-dihydro-3H-1,2,4-triazol-3-one). Isolated yield 65.0%. Reaction SMILES: [CH2:1]([C:5]1[N:6]([CH2:23][C:24]2[CH:29]=[CH:28][C:27]([C:30]3[CH:35]=[CH:34][CH:33]=[CH:32][C:31]=3[S:36](=[O:39])(=[O:38])[NH2:37])=[CH:26][C:25]=2[F:40])[C:7](=[O:22])[N:8]([C:10]2[CH:15]=[C:14]([NH:16][C:17](=[O:20])[CH2:18][CH3:19])[CH:13]=[CH:12][C:11]=2[Cl:21])[N:9]=1)[CH2:2][CH2:3][CH3:4].[Cl:41][C:42]1[CH:50]=[CH:49][CH:48]=[CH:47][C:43]=1[C:44](O)=[O:45].C1N=CN(C(N2C=NC=C2)=O)C=1.C1CCN2C(=NCCC2)CC1>>[CH2:1]([C:5]1[N:6]([CH2:23][C:24]2[CH:29]=[CH:28][C:27]([C:30]3[CH:35]=[CH:34][CH:33]=[CH:32][C:31]=3[S:36](=[O:38])(=[O:39])[NH:37][C:44](=[O:45])[C:43]3[CH:47]=[CH:48][CH:49]=[CH:50][C:42]=3[Cl:41])=[CH:26][C:25]=2[F:40])[C:7](=[O:22])[N:8]([C:10]2[CH:15]=[C:14]([NH:16][C:17](=[O:20])[CH2:18][CH3:19])[CH:13]=[CH:12][C:11]=2[Cl:21])[N:9]=1)[CH2:2][CH2:3][CH3:4]. Reported procedure: Following the procedure of Example 51, 5-n-butyl-2-[2-chloro-5-(propionylamino)phenyl]-2,4-dihydro-4-[(3-fluoro-2'-sulfamoylbiphenyl-4-yl)methyl]-3H-1,2,4-triazol-3-one (from Step E) was reacted with 2-chlorobenzoic acid (2 equivalents), CDI (2 equiv), and DBU (2 equiv). Purification of the crude product by flash chromatography on silica gel (gradient elution with 1-5% MeOH in CH2Cl2) gave a 65% yield of the title compound as a white solid, mp >152° C. (gradual); homogeneous by TLC in 95:5 CH2Cl... Reactants: COC1=CC=C(C=C1)NC1CCN(CC1)C(=O)OC(C)(C)C (4-(p-Anisidino)-1-(tert-butoxycarbonyl)piperidine), ClCC1=CC(=NC=C1)C1=CC(=C(C=C1)F)F (4-chloromethyl-2-(3,4-difluorophenyl)pyridine). Yields the product C(C)(C)(C)OC(=O)N1CCC(CC1)N(C1=CC=C(C=C1)OC)CC1=CC(=NC=C1)C1=CC(=C(C=C1)F)F (1-(tert-Butoxycarbonyl)-4-[N-[[2-(3,4-difluorophenyl)pyridin-4-yl]methyl]-N-(4-methoxyphenyl)amino]piperidine). As a reaction SMILES: [CH3:1][O:2][C:3]1[CH:8]=[CH:7][C:6]([NH:9][CH:10]2[CH2:15][CH2:14][N:13]([C:16]([O:18][C:19]([CH3:22])([CH3:21])[CH3:20])=[O:17])[CH2:12][CH2:11]2)=[CH:5][CH:4]=1.Cl[CH2:24][C:25]1[CH:30]=[CH:29][N:28]=[C:27]([C:31]2[CH:36]=[CH:35][C:34]([F:37])=[C:33]([F:38])[CH:32]=2)[CH:26]=1>>[C:19]([O:18][C:16]([N:13]1[CH2:14][CH2:15][CH:10]([N:9]([CH2:24][C:25]2[CH:30]=[CH:29][N:28]=[C:27]([C:31]3[CH:36]=[CH:35][C:34]([F:37])=[C:33]([F:38])[CH:32]=3)[CH:26]=2)[C:6]2[CH:5]=[CH:4][C:3]([O:2][CH3:1])=[CH:8][CH:7]=2)[CH2:11][CH2:12]1)=[O:17])([CH3:22])([CH3:21])[CH3:20]. Procedure details: 4-(p-Anisidino)-1-(tert-butoxycarbonyl)piperidine (306 mg) and 4-chloromethyl-2-(3,4-difluorophenyl)pyridine (240 mg) were condensed in the same manner as described in Example 9 to give the title compound.